Dataset: the Open Reaction Database (ORD), a public repository of structured organic reaction records. Task: describe an organic reaction: reactants, conditions, products, and yield The reactants are [N+](=O)([O-])C1=C(C=CC=C1)Cl (o-nitrochlorobenzene), C(C)OCCN (2-ethoxyethylamine). Run in C(C)(=O)OCC (ethyl acetate). Run at temperature 130 celsius, time 3 hour. Product: C(C)OCCNC1=C(C=CC=C1)[N+](=O)[O-] (N-(2-ethoxyethyl)-o-nitroaniline). Yield: 107.2%. RXN SMILES: [N+:1]([C:4]1[CH:9]=[CH:8][CH:7]=[CH:6][C:5]=1Cl)([O-:3])=[O:2].[CH2:11]([O:13][CH2:14][CH2:15][NH2:16])[CH3:12]>C(OCC)(=O)C>[CH2:11]([O:13][CH2:14][CH2:15][NH:16][C:5]1[CH:6]=[CH:7][CH:8]=[CH:9][C:4]=1[N+:1]([O-:3])=[O:2])[CH3:12]. Procedure: A mixture of o-nitrochlorobenzene (30 g) and 2-ethoxyethylamine (51 g) is stirred at 130° C. for 3 hours. After allowing to cool, ethyl acetate (150 ml) is added to the reaction mixture, and the ethyl acetate layer is separated, washed three times with saturated aqueous saline, dried over anhydrous magnesium sulfate, and then concentrated. The residue is distilled under reduced pressure to give N-(2-ethoxyethyl)-o-nitroaniline (42.9 g) as a reddish brown liquid, b.p. 144°-145.5° C./1.0 mmHg. Starting materials: CCOC(C)=O, CNc1nccc(-c2cccnc2Oc2ccc(NC(=O)c3cccc(I)c3)cc2C)n1, [Na+], [Na+], O=C([O-])[O-], C1COCCO1, O, OB(O)c1ccoc1. Product: CNc1nccc(-c2cccnc2Oc2ccc(NC(=O)c3cccc(-c4ccoc4)c3)cc2C)n1. RXN SMILES: [CH3:54][CH2:55][O:56][C:57](=[O:58])[CH3:59].[I:1][c:2]1[cH:3][c:4]([C:5](=[O:6])[NH:7][c:8]2[cH:9][c:10]([CH3:29])[c:11]([O:14][c:15]3[n:16][cH:17][cH:18][cH:19][c:20]3-[c:21]3[n:22][c:23]([NH:27][CH3:28])[n:24][cH:25][cH:26]3)[cH:12][cH:13]2)[cH:30][cH:31][cH:32]1.[Na+:41].[Na+:42].[O-:43][C:44](=[O:45])[O-:46].[O:47]1[CH2:48][CH2:49][O:50][CH2:51][CH2:52]1.[OH2:53].[o:33]1[cH:34][c:35]([B:38]([OH:39])[OH:40])[cH:36][cH:37]1>>[c:2]1(-[c:35]2[cH:34][o:33][cH:37][cH:36]2)[cH:3][c:4]([C:5](=[O:6])[NH:7][c:8]2[cH:9][c:10]([CH3:29])[c:11]([O:14][c:15]3[n:16][cH:17][cH:18][cH:19][c:20]3-[c:21]3[n:22][c:23]([NH:27][CH3:28])[n:24][cH:25][cH:26]3)[cH:12][cH:13]2)[cH:30][cH:31][cH:32]1. Reactants: CC(C)C(CS(=O)(=O)N1CCN(c2ccc(-c3ccc(Cl)cc3)cn2)CC1)C(=O)O, CC(C)C(CS(=O)(=O)N1CCN(c2ncc(-c3ccc(F)cc3)cn2)CC1)C(=O)NO. Yields the product CC(C)C(CS(=O)(=O)N1CCN(c2ccc(-c3ccc(Cl)cc3)cn2)CC1)C(=O)NO. As a reaction SMILES: [Cl:32][c:33]1[cH:34][cH:35][c:36](-[c:39]2[cH:40][cH:41][c:42]([N:45]3[CH2:46][CH2:47][N:48]([S:51](=[O:52])(=[O:53])[CH2:54][CH:55]([C:56](=[O:57])[OH:58])[CH:59]([CH3:60])[CH3:61])[CH2:49][CH2:50]3)[n:43][cH:44]2)[cH:37][cH:38]1.[F:1][c:2]1[cH:3][cH:4][c:5](-[c:6]2[cH:7][n:8][c:9]([N:10]3[CH2:11][CH2:12][N:13]([S:14]([CH2:15][CH:16]([CH:17]([CH3:18])[CH3:19])[C:20](=[O:21])[NH:27][OH:28])(=[O:22])=[O:23])[CH2:24][CH2:25]3)[n:26][cH:29]2)[cH:30][cH:31]1>>[NH:27]([OH:28])[C:56]([CH:55]([CH2:54][S:51]([N:48]1[CH2:47][CH2:46][N:45]([c:42]2[cH:41][cH:40][c:39](-[c:36]3[cH:35][cH:34][c:33]([Cl:32])[cH:38][cH:37]3)[cH:44][n:43]2)[CH2:50][CH2:49]1)(=[O:52])=[O:53])[CH:59]([CH3:60])[CH3:61])=[O:57]. Reactants: ClC=1N=C(C(=NC1CC)C(=O)N)NC1=CC=C(C=C1)N1CCN(CC1)C (5-chloro-6-ethyl-3-{[4-(4-methylpiperazin-1-yl)phenyl]amino}pyrazine-2-carboxamide), BrC=1C=C(C=C(C1)[N+](=O)[O-])O (3-bromo-5-nitrophenol), C([O-])([O-])=O.[K+].[K+] (potassium carbonate), CN1C(CCC1)=O (N-methylpyrrolidone). Run in O (water). Reaction conditions: temperature 100 celsius, time 4 hour. Product: BrC=1C=C(OC=2N=C(C(=NC2CC)C(=O)N)NC2=CC=C(C=C2)N2CCN(CC2)C)C=C(C1)[N+](=O)[O-] (5-(3-bromo-5-nitrophenoxy)-6-ethyl-3-{[4-(4-methylpiperazin-1-yl)phenyl]amino}pyrazine-2-carboxamide). Isolated yield 90.5%. As a reaction SMILES: Cl[C:2]1[N:3]=[C:4]([NH:13][C:14]2[CH:19]=[CH:18][C:17]([N:20]3[CH2:25][CH2:24][N:23]([CH3:26])[CH2:22][CH2:21]3)=[CH:16][CH:15]=2)[C:5]([C:10]([NH2:12])=[O:11])=[N:6][C:7]=1[CH2:8][CH3:9].[Br:27][C:28]1[CH:29]=[C:30]([OH:37])[CH:31]=[C:32]([N+:34]([O-:36])=[O:35])[CH:33]=1.C(=O)([O-])[O-].[K+].[K+].CN1CCCC1=O>O>[Br:27][C:28]1[CH:29]=[C:30]([CH:31]=[C:32]([N+:34]([O-:36])=[O:35])[CH:33]=1)[O:37][C:2]1[N:3]=[C:4]([NH:13][C:14]2[CH:19]=[CH:18][C:17]([N:20]3[CH2:25][CH2:24][N:23]([CH3:26])[CH2:22][CH2:21]3)=[CH:16][CH:15]=2)[C:5]([C:10]([NH2:12])=[O:11])=[N:6][C:7]=1[CH2:8][CH3:9] |f:2.3.4|. Procedure details: A mixture of 5-chloro-6-ethyl-3-{[4-(4-methylpiperazin-1-yl)phenyl]amino}pyrazine-2-carboxamide (250 mg), 3-bromo-5-nitrophenol (170 mg), potassium carbonate (138 mg), and N-methylpyrrolidone (5 mL) was stirred at 100° C. for 4 hours. To the reactant was added water, followed by extraction with ethyl acetate. The organic phase was washed with water and saturated brine, and dried over anhydrous magnesium sulfate, and then the solvent was evaporated under reduced pressure. The obtained residue was... Starting materials: C1(=CC=C(C=C1)[Sn](C)(C)C)C (p-tolyltrimethyltin), BrC1=C(C#N)C=C(C=C1)[N+](=O)[O-] (2-bromo-5-nitro-benzonitrile). The reagents and catalysts are C=1C=CC(=CC1)[P](C=2C=CC=CC2)(C=3C=CC=CC3)[Pd]([P](C=4C=CC=CC4)(C=5C=CC=CC5)C=6C=CC=CC6)([P](C=7C=CC=CC7)(C=8C=CC=CC8)C=9C=CC=CC9)[P](C=1C=CC=CC1)(C=1C=CC=CC1)C=1C=CC=CC1 (Pd(PPh3)4). Run in CCOC(=O)C (EtOAc), C1(=CC=CC=C1)C (toluene). The product is C(#N)C1=C(C=CC(=C1)[N+](=O)[O-])C1=CC=C(C=C1)C (2-Cyano-4-nitro-4'-methylbiphenyl). Isolated yield 73.6%. RXN SMILES: [C:1]1([CH3:11])[CH:6]=[CH:5][C:4]([Sn](C)(C)C)=[CH:3][CH:2]=1.Br[C:13]1[CH:20]=[CH:19][C:18]([N+:21]([O-:23])=[O:22])=[CH:17][C:14]=1[C:15]#[N:16]>C1(C)C=CC=CC=1.CCOC(C)=O.C1C=CC([P]([Pd]([P](C2C=CC=CC=2)(C2C=CC=CC=2)C2C=CC=CC=2)([P](C2C=CC=CC=2)(C2C=CC=CC=2)C2C=CC=CC=2)[P](C2C=CC=CC=2)(C2C=CC=CC=2)C2C=CC=CC=2)(C2C=CC=CC=2)C2C=CC=CC=2)=CC=1>[C:15]([C:14]1[CH:17]=[C:18]([N+:21]([O-:23])=[O:22])[CH:19]=[CH:20][C:13]=1[C:4]1[CH:5]=[CH:6][C:1]([CH3:11])=[CH:2][CH:3]=1)#[N:16] |^1:40,42,61,80|. Reported procedure: To a solution of p-tolyltrimethyltin (389 mg, 1.525 mmol) in dry toluene (5 mL) under N2 was added 2-bromo-5-nitro-benzonitrile (276 mg, 1.22 mmol) and Pd(PPh3)4 (176 mg; 10 mol %). The reaction was stirred at reflux under N2 for 24 hours and then cooled to room temperature. The mixture was diluted with EtOAc and the solid was removed by filtration through a pad of celite. The filtrate was concentrated in vacuo and the residue was purified by flash chromatography on a silica column eluting with ... The reactants are CC(C)CC1CC(=O)CC(=O)C1, Cc1ccc(S(=O)(=O)N=C=O)cc1, c1ccccc1. The product is Cc1ccc(S(=O)(=O)NC(=O)C2C(=O)CC(CC(C)C)CC2=O)cc1. RXN SMILES: [CH2:1]([CH:2]([CH3:3])[CH3:4])[CH:5]1[CH2:6][C:7](=[O:12])[CH2:8][C:9](=[O:11])[CH2:10]1.[c:13]1([CH3:25])[cH:14][cH:15][c:16]([S:19](=[O:20])(=[O:21])[N:22]=[C:23]=[O:24])[cH:17][cH:18]1.[cH:26]1[cH:27][cH:28][cH:29][cH:30][cH:31]1>>[CH2:1]([CH:2]([CH3:3])[CH3:4])[CH:5]1[CH2:6][C:7](=[O:12])[CH:8]([C:23]([NH:22][S:19]([c:16]2[cH:15][cH:14][c:13]([CH3:25])[cH:18][cH:17]2)(=[O:20])=[O:21])=[O:24])[C:9](=[O:11])[CH2:10]1. Reactants: CI, CCO, Cl, [Na+], [OH-], O, CCCn1c(=O)[nH]c(=S)c2[nH]c(C34CCC(O)(CC3)CC4)nc21. Product: CCCn1c(=O)nc(SC)c2[nH]c(C34CCC(O)(CC3)CC4)nc21. Reaction SMILES: [CH3:26][I:27].[CH3:30][CH2:31][OH:32].[ClH:28].[Na+:25].[OH-:24].[OH2:29].[OH:1][C:2]12[CH2:3][CH2:4][C:5]([c:10]3[n:11][c:12]4[n:13]([CH2:21][CH2:22][CH3:23])[c:14](=[O:20])[nH:15][c:16](=[S:19])[c:17]4[nH:18]3)([CH2:6][CH2:7]1)[CH2:8][CH2:9]2>>[OH:1][C:2]12[CH2:3][CH2:4][C:5]([c:10]3[n:11][c:12]4[n:13]([CH2:21][CH2:22][CH3:23])[c:14](=[O:20])[n:15][c:16]([S:19][CH3:26])[c:17]4[nH:18]3)([CH2:6][CH2:7]1)[CH2:8][CH2:9]2. Reactants: ClC=1C=NC(NC1)=O (5-chloropyrimidin-2-one), BrC(C(=O)C1=CC=CC=C1)C (α-bromopropiophenone). Run in C(C)N(CC)CC (triethylamine), C(C)O (ethanol). Yields the product ClC=1C=NC(N(C1)C(C(C1=CC=CC=C1)=O)C)=O (5-Chloro-1-(1-oxo-1-phenylprop-2-yl)pyrimidin-2-one). As a reaction SMILES: [Cl:1][C:2]1[CH:3]=[N:4][C:5](=[O:8])[NH:6][CH:7]=1.Br[CH:10]([CH3:19])[C:11]([C:13]1[CH:18]=[CH:17][CH:16]=[CH:15][CH:14]=1)=[O:12]>C(N(CC)CC)C.C(O)C>[Cl:1][C:2]1[CH:3]=[N:4][C:5](=[O:8])[N:6]([CH:10]([CH3:19])[C:11](=[O:12])[C:13]2[CH:18]=[CH:17][CH:16]=[CH:15][CH:14]=2)[CH:7]=1. Reported procedure: A solution of 5-chloropyrimidin-2-one (394 mg) and α-bromopropiophenone (0.5 ml) in triethylamine (1 ml) and ethanol (20 ml) was stirred at ambient temperature for 2.75 hours. The solution was evaporated and the residue was triturated with water (50 ml) giving an oily solid. This was extracted with ethyl acetate (3×50 ml). The combined extracts were washed with brine (50 ml), dried (MgSO4) and evaporated to a gum. This was crystallised from acetone-petrol (b.p. 40°-60°) to give the title pyrimid...